From a dataset of the Open Reaction Database (ORD), a public repository of structured organic reaction records. describe an organic reaction: reactants, conditions, products, and yield Starting materials: [BH4-], CN(C)C=O, Nc1c(Cl)cc(S(=O)(=O)NC(Cc2ccc3[nH]cnc3c2)C(=O)N2CCC(=O)CC2)cc1Cl, [Na+], O. RXN SMILES: [BH4-:34].[CH3:37][N:38]([CH3:39])[CH:40]=[O:41].[NH2:1][c:2]1[c:3]([Cl:33])[cH:4][c:5]([S:9](=[O:10])(=[O:11])[NH:12][CH:13]([C:14](=[O:15])[N:16]2[CH2:17][CH2:18][C:19](=[O:22])[CH2:20][CH2:21]2)[CH2:23][c:24]2[cH:25][c:26]3[c:27]([nH:28][cH:29][n:30]3)[cH:31][cH:32]2)[cH:6][c:7]1[Cl:8].[Na+:35].[OH2:36]>>[NH2:1][c:2]1[c:3]([Cl:33])[cH:4][c:5]([S:9](=[O:10])(=[O:11])[NH:12][CH:13]([C:14](=[O:15])[N:16]2[CH2:17][CH2:18][CH:19]([OH:22])[CH2:20][CH2:21]2)[CH2:23][c:24]2[cH:25][c:26]3[c:27]([nH:28][cH:29][n:30]3)[cH:31][cH:32]2)[cH:6][c:7]1[Cl:8]. The product is Nc1c(Cl)cc(S(=O)(=O)NC(Cc2ccc3[nH]cnc3c2)C(=O)N2CCC(O)CC2)cc1Cl. The reactants are C(O)([O-])=O.[Na+] (sodium hydrogen carbonate), COC=1C=C2C(=CC=NC2=CC1OC)OC1=CC=C(C=C1)N (6,7-Dimethoxy-4-(4-aminophenoxy)quinoline), C(C)OC(C1=C(C=CC=C1)N)=O (Ethyl-2-aminobenzoate), ClC(Cl)(OC(OC(Cl)(Cl)Cl)=O)Cl (triphosgene). Solvent: C1(=CC=CC=C1)C (toluene), C(C)N(CC)CC (triethylamine). Yields the product COC=1C=C2C(=CC=NC2=CC1OC)OC1=CC=C(C=C1)NC(=O)NC1=C(C=CC=C1)C(=O)OCC (N-{4-[(6,7-Dimethoxy-4-quinolyl)oxy]phenyl}-N'-[2-ethoxycarbonylphenyl]urea). Yield: 52.3%. Reaction SMILES: [CH3:1][O:2][C:3]1[CH:4]=[C:5]2[C:10](=[CH:11][C:12]=1[O:13][CH3:14])[N:9]=[CH:8][CH:7]=[C:6]2[O:15][C:16]1[CH:21]=[CH:20][C:19]([NH2:22])=[CH:18][CH:17]=1.Cl[C:24](Cl)([O:26]C(=O)OC(Cl)(Cl)Cl)Cl.[CH2:35]([O:37][C:38](=[O:46])[C:39]1[CH:44]=[CH:43][CH:42]=[CH:41][C:40]=1[NH2:45])[CH3:36].C(=O)([O-])O.[Na+]>C1(C)C=CC=CC=1.C(N(CC)CC)C>[CH3:1][O:2][C:3]1[CH:4]=[C:5]2[C:10](=[CH:11][C:12]=1[O:13][CH3:14])[N:9]=[CH:8][CH:7]=[C:6]2[O:15][C:16]1[CH:17]=[CH:18][C:19]([NH:22][C:24]([NH:45][C:40]2[CH:41]=[CH:42][CH:43]=[CH:44][C:39]=2[C:38]([O:37][CH2:35][CH3:36])=[O:46])=[O:26])=[CH:20][CH:21]=1 |f:3.4|. Reported procedure: 6,7-Dimethoxy-4-(4-aminophenoxy)quinoline (100 mg) was dissolved in toluene (10 ml) with heat, after the addition of triethylamine (1 ml), triphosgene (100 mg) was added, and the admixture was refluxed with heat for 2 minutes. Ethyl-2-aminobenzoate (84 mg) was added to the reaction mixture, and the admixture was refluxed with heat for 2 hours. After the addition of aqueous sodium hydrogen carbonate, the reaction mixture was extracted 2 times with ethyl acetate, and the organic layer was then was... Starting materials: ClC=1C=CC=2N(C(C3=C(N(C2N1)CC)N=CC(=C3)CCC3=CC=NC=C3)=O)C (2-chloro-5,11-dihydro-11-ethyl-8-[2-(4-pyridyl)ethyl]-5-methyl-6H-dipyrido[3,2-b:2',3'-e][1,4]diazepin-6-one), COC1=CC=C(CN)C=C1 (4-methoxybenzylamine), amine. The solvent is xylenes. Conditions: temperature 150 celsius, time 24 hour. Product: COC1=CC=C(CNC=2C=CC=3N(C(C4=C(N(C3N2)CC)N=CC(=C4)CCC4=CC=NC=C4)=O)C)C=C1 (2-(4-methoxybenzylamino)-5,11-dihydro-11-ethyl-8-[2-(4-pyridyl)ethyl]-5-methyl-6-H-dipyrido[3,2-b:2',3'-e][1,4]diazepin-6-one). Yield: 26.0%. RXN SMILES: Cl[C:2]1[CH:3]=[CH:4][C:5]2[N:6]([CH3:28])[C:7](=[O:27])[C:8]3[CH:18]=[C:17]([CH2:19][CH2:20][C:21]4[CH:26]=[CH:25][N:24]=[CH:23][CH:22]=4)[CH:16]=[N:15][C:9]=3[N:10]([CH2:13][CH3:14])[C:11]=2[N:12]=1.[CH3:29][O:30][C:31]1[CH:38]=[CH:37][C:34]([CH2:35][NH2:36])=[CH:33][CH:32]=1>>[CH3:29][O:30][C:31]1[CH:38]=[CH:37][C:34]([CH2:35][NH:36][C:2]2[CH:3]=[CH:4][C:5]3[N:6]([CH3:28])[C:7](=[O:27])[C:8]4[CH:18]=[C:17]([CH2:19][CH2:20][C:21]5[CH:26]=[CH:25][N:24]=[CH:23][CH:22]=5)[CH:16]=[N:15][C:9]=4[N:10]([CH2:13][CH3:14])[C:11]=3[N:12]=2)=[CH:33][CH:32]=1. Reported procedure: A mixture of 2-chloro-5,11-dihydro-11-ethyl-8-[2-(4-pyridyl)ethyl]-5-methyl-6H-dipyrido[3,2-b:2',3'-e][1,4]diazepin-6-one (0.285 g, 0.7 mmol) and 4-methoxybenzylamine (0.23 mL, 1.8 mmol) in 4 mL of xylenes was heated at 150° C. in a sealed tube. After 24 hours, additional amine (0.23 mL, 1.8 mmol) was added and the reaction temperature was increased to 250° C. Heat was removed after 2d, and the reaction mixture was washed with saturated aqueous ammonium chloride to remove excess amine. The organ... Yields the product CN(C(=O)OC(C)(C)C)C1CCN(c2ncnc3c2ncn3C2CCCCO2)CC1. Starting materials: CC(C)(C)OC(=O)NC1CCN(c2ncnc3c2ncn3C2CCCCO2)CC1, CI, CN(C)C=O, CCOC(C)=O, [H-], [Na+], O. RXN SMILES: [C:1]([CH3:2])([CH3:3])([CH3:4])[O:5][C:6]([NH:7][CH:8]1[CH2:9][CH2:10][N:11]([c:14]2[c:15]3[n:16][cH:17][n:18]([CH:23]4[O:24][CH2:25][CH2:26][CH2:27][CH2:28]4)[c:19]3[n:20][cH:21][n:22]2)[CH2:12][CH2:13]1)=[O:29].[CH3:32][I:33].[CH3:35][N:36]([CH3:37])[CH:38]=[O:39].[CH3:40][CH2:41][O:42][C:43](=[O:44])[CH3:45].[H-:30].[Na+:31].[OH2:34]>>[C:1]([CH3:2])([CH3:3])([CH3:4])[O:5][C:6]([N:7]([CH:8]1[CH2:9][CH2:10][N:11]([c:14]2[c:15]3[n:16][cH:17][n:18]([CH:23]4[O:24][CH2:25][CH2:26][CH2:27][CH2:28]4)[c:19]3[n:20][cH:21][n:22]2)[CH2:12][CH2:13]1)[CH3:32])=[O:29]. Reactants: NCCC=1N=CN(C1)CCCNC(CC)(C1=CC=CC=C1)CC (3-[4-(2-Aminoethyl)imidazol-1-yl]-N-(1-ethyl-1-phenylpropyl)propylamine), C(#N)C1=CC=C(C(=O)Cl)C=C1 (4-cyanobenzoyl chloride). Yields the product C(#N)C1=CC=C(C(=O)NCCC=2N=CN(C2)CCCNC(CC)(C2=CC=CC=C2)CC)C=C1 (4-cyano-N-(2-{1-[3-(1-ethyl-1-phenylpropylamino)propyl]imidazol-4-yl}ethyl)benzamide). As a reaction SMILES: [NH2:1][CH2:2][CH2:3][C:4]1[N:5]=[CH:6][N:7]([CH2:9][CH2:10][CH2:11][NH:12][C:13]([CH2:22][CH3:23])([C:16]2[CH:21]=[CH:20][CH:19]=[CH:18][CH:17]=2)[CH2:14][CH3:15])[CH:8]=1.[C:24]([C:26]1[CH:34]=[CH:33][C:29]([C:30](Cl)=[O:31])=[CH:28][CH:27]=1)#[N:25]>>[C:24]([C:26]1[CH:34]=[CH:33][C:29]([C:30]([NH:1][CH2:2][CH2:3][C:4]2[N:5]=[CH:6][N:7]([CH2:9][CH2:10][CH2:11][NH:12][C:13]([CH2:22][CH3:23])([C:16]3[CH:21]=[CH:20][CH:19]=[CH:18][CH:17]=3)[CH2:14][CH3:15])[CH:8]=2)=[O:31])=[CH:28][CH:27]=1)#[N:25]. Procedure details: 3-[4-(2-Aminoethyl)imidazol-1-yl]-N-(1-ethyl-1-phenylpropyl)propylamine (0.5 g) was reacted with 4-cyanobenzoyl chloride (0.27 g) in a similar manner to Example 55 to give 4-cyano-N-(2-{1-[3-(1-ethyl-1-phenylpropylamino)propyl]imidazol-4-yl}ethyl)benzamide, m.p. 107-109° C. Reaction SMILES: [C:31]([O:32][BH-:33]([O:34][C:35](=[O:36])[CH3:37])[O:38][C:39](=[O:40])[CH3:41])(=[O:42])[CH3:43].[C:45](=[O:46])([OH:47])[O-:48].[CH:1]([CH3:2])([CH3:3])[n:4]1[c:5](-[c:9]2[s:10][c:11]3[c:17]([n:18]2)-[c:16]2[c:15]([cH:22][c:21]([CH:23]=[O:24])[cH:20][cH:19]2)[O:14][CH2:13][CH2:12]3)[n:6][n:7][cH:8]1.[Cl:50][CH2:51][Cl:52].[F:25][C:26]([CH2:27][NH2:28])([F:29])[F:30].[Na+:44].[Na+:49]>>[CH:1]([CH3:2])([CH3:3])[n:4]1[c:5](-[c:9]2[s:10][c:11]3[c:17]([n:18]2)-[c:16]2[c:15]([cH:22][c:21]([CH2:23][NH:28][CH2:27][C:26]([F:25])([F:29])[F:30])[cH:20][cH:19]2)[O:14][CH2:13][CH2:12]3)[n:6][n:7][cH:8]1. Starting materials: CC(=O)O[BH-](OC(C)=O)OC(C)=O, O=C([O-])O, CC(C)n1cnnc1-c1nc2c(s1)CCOc1cc(C=O)ccc1-2, ClCCl, NCC(F)(F)F, [Na+], [Na+]. Yields the product CC(C)n1cnnc1-c1nc2c(s1)CCOc1cc(CNCC(F)(F)F)ccc1-2. Starting materials: Cl.N(N)C1=NC=C(C=C1)S(=O)(=O)C (2-Hydrazino-5-(methylsulfonyl)pyridine hydrochloride), C(=O)(C(F)(F)F)O (TFA), FC(C(CC(=O)C1CCCCC1)=O)F (4,4-Difluoro-1-cyclohexyl-1,3-butanedione). The solvent is C(C(F)(F)F)O (trifluoroethanol). Product: C1(CCCCC1)C1=CC(=NN1C1=NC=C(C=C1)S(=O)(=O)C)C(F)F (2-(5-Cyclohexyl-3-difluoromethyl-pyrazol-1-yl)-5-methanesulfonyl-pyridine). Yield: 48.7%. Reaction SMILES: Cl.[NH:2]([C:4]1[CH:9]=[CH:8][C:7]([S:10]([CH3:13])(=[O:12])=[O:11])=[CH:6][N:5]=1)[NH2:3].C(O)(C(F)(F)F)=O.[F:21][CH:22]([F:34])[C:23](=O)[CH2:24][C:25]([CH:27]1[CH2:32][CH2:31][CH2:30][CH2:29][CH2:28]1)=O>C(O)C(F)(F)F>[CH:27]1([C:25]2[N:2]([C:4]3[CH:9]=[CH:8][C:7]([S:10]([CH3:13])(=[O:11])=[O:12])=[CH:6][N:5]=3)[N:3]=[C:23]([CH:22]([F:21])[F:34])[CH:24]=2)[CH2:32][CH2:31][CH2:30][CH2:29][CH2:28]1 |f:0.1|. Procedure details: 2-Hydrazino-5-(methylsulfonyl)pyridine hydrochloride (448 mg, 2 mmol) and TFA (1.38 mL, 18 mmol) were mixed in trifluoroethanol (10 mL) and stirred for 5 minutes 4,4-Difluoro-1-cyclohexyl-1,3-butanedione (408 mg, 2 mmol) was added. The resulting reaction mixture was heated at reflux temperature for 60 hours. The solvent was then removed in vacuo, and the residue was partitioned between EtOAc and water. The organic layer was washed with brine and concentrated in vacuo. The product was purified by... Starting materials: BrCC1=CC=C(C=C1)C=1NC2=C(N1)C=CC=C2 (2-(4-bromomethylphenyl)benzimidazole), C([O-])(O)=O.[Na+] (sodium bicarbonate), COS(=O)(=O)OC (dimethylsulfate). The product is CN1C(=NC2=C1C=CC=C2)C2=CC=C(C=C2)CBr (1-Methyl-2-(4-bromomethylphenyl)benzimidazole). Reported procedure: To a stirred solution of 143.6 g (0.5 mole) of 2-(4-bromomethylphenyl)benzimidazole and 42.0 g (0.5 mole) of sodium bicarbonate in 85% aqueous acetone is added 66.0 g (0.5 mole) of dimethylsulfate dropwise. The mixture is stirred at 40° C. for about 3 hours until thin-layer chromatography indicates that the reaction is complete. The solvent is removed in vacuo, and the solid product is washed with water to eliminate sodium salts and purified by recrystallization from benzene. Run in CC(=O)C (acetone). Reaction SMILES: [Br:1][CH2:2][C:3]1[CH:8]=[CH:7][C:6]([C:9]2[NH:10][C:11]3[CH:17]=[CH:16][CH:15]=[CH:14][C:12]=3[N:13]=2)=[CH:5][CH:4]=1.[C:18](=O)(O)[O-].[Na+].COS(OC)(=O)=O>CC(C)=O>[CH3:18][N:13]1[C:12]2[CH:14]=[CH:15][CH:16]=[CH:17][C:11]=2[N:10]=[C:9]1[C:6]1[CH:7]=[CH:8][C:3]([CH2:2][Br:1])=[CH:4][CH:5]=1 |f:1.2|. Run at temperature 40 celsius, time 3 hour. Starting materials: [NH4+].[OH-] (NH4OH), C(C)(C)(C)OC(=O)N[C@@H](C(=O)O)CC1=CC=C(C=C1)C1=CC=NC=C1 ((R)-2-(tert-butoxycarbonylamino)-3-(4-(pyridin-4-yl)phenyl)propanoic acid), C1=CC=C2C(=C1)N=NN2O.O (HOBt monohydrate), C(CCl)Cl (EDC). Run in CCOC(=O)C (EtOAc), O (Water), CN(C)C=O (DMF). Conditions: time 18 hour. Product: NC([C@@H](CC1=CC=C(C=C1)C1=CC=NC=C1)NC(OC(C)(C)C)=O)=O ((R)-tert-butyl 1-amino-1-oxo-3-(4-(pyridin-4-yl)phenyl)propan-2-ylcarbamate). Isolated yield 61.9%. RXN SMILES: [C:1]([O:5][C:6]([NH:8][C@H:9]([CH2:13][C:14]1[CH:19]=[CH:18][C:17]([C:20]2[CH:25]=[CH:24][N:23]=[CH:22][CH:21]=2)=[CH:16][CH:15]=1)[C:10]([OH:12])=O)=[O:7])([CH3:4])([CH3:3])[CH3:2].C1C=C2[N:32]=NN(O)C2=CC=1.O.C(Cl)CCl.[NH4+].[OH-]>CN(C=O)C.CCOC(C)=O.O>[NH2:32][C:10](=[O:12])[C@H:9]([NH:8][C:6](=[O:7])[O:5][C:1]([CH3:3])([CH3:2])[CH3:4])[CH2:13][C:14]1[CH:19]=[CH:18][C:17]([C:20]2[CH:25]=[CH:24][N:23]=[CH:22][CH:21]=2)=[CH:16][CH:15]=1 |f:1.2,4.5|. Reported procedure: A solution of (R)-2-(tert-butoxycarbonylamino)-3-(4-(pyridin-4-yl)phenyl)propanoic acid (141 mg, 0.412 mmol), HOBt monohydrate (100 mg, 0.653 mmol) and EDC (120 mg, 0.625 mmol) in DMF (2 mL) was stirred at room temperature for 45 min, conc. NH4OH (0.300 mL, ca. 4.20 mmol) was added. The mixture was stirred for 18 h. Water and EtOAc were added. The organic phase was separated, washed with 5% NaHCO3, dried over Na2SO4, concentrated in vacuo to give (R)-tert-butyl 1-amino-1-oxo-3-(4-(pyridin-4-yl)p...